Dataset: the Open Reaction Database (ORD), a public repository of structured organic reaction records. Task: describe an organic reaction: reactants, conditions, products, and yield Starting materials: CC(C)=O, COc1cc(C(=O)NC2CC(C)(C)N(C)C(C)(C)C2)ccc1-c1nc2cc(Cl)c(Cl)cc2[nH]1, CI, [K+], [OH-]. Yields the product COc1cc(C(=O)NC2CC(C)(C)N(C)C(C)(C)C2)ccc1-c1nc2cc(Cl)c(Cl)cc2n1C. RXN SMILES: [CH3:38][C:39](=[O:40])[CH3:41].[Cl:1][c:2]1[cH:3][c:4]2[c:5]([n:6][c:7](-[c:9]3[c:10]([O:29][CH3:30])[cH:11][c:12]([C:13](=[O:14])[NH:15][CH:16]4[CH2:17][C:18]([CH3:25])([CH3:26])[N:19]([CH3:24])[C:20]([CH3:22])([CH3:23])[CH2:21]4)[cH:27][cH:28]3)[nH:8]2)[cH:31][c:32]1[Cl:33].[I:36][CH3:37].[K+:35].[OH-:34]>>[Cl:1][c:2]1[cH:3][c:4]2[c:5]([n:6]([CH3:37])[c:7](-[c:9]3[c:10]([O:29][CH3:30])[cH:11][c:12]([C:13](=[O:14])[NH:15][CH:16]4[CH2:17][C:18]([CH3:25])([CH3:26])[N:19]([CH3:24])[C:20]([CH3:22])([CH3:23])[CH2:21]4)[cH:27][cH:28]3)[n:8]2)[cH:31][c:32]1[Cl:33].